The task is: describe an organic reaction: reactants, conditions, products, and yield. This data is from the Open Reaction Database (ORD), a public repository of structured organic reaction records. Starting materials: C1(C=2C(C(=O)O1)=CC=CC2)=O (phthalic anhydride), C(C)N(C1=CC(=CC=C1)C)CC (N,N-diethyl-m-toluidine), [Cl-].[Al+3].[Cl-].[Cl-] (aluminum chloride). Solvent: ClC1=CC=CC=C1 (chlorobenzene). Yields the product CC1=C(C(=O)C2=C(C(=O)O)C=CC=C2)C=CC(=C1)N(CC)CC (2-(2-methyl-4-(diethylamino)benzoyl)benzoic acid). Reaction SMILES: [C:1]1(=[O:11])[O:6][C:4](=[O:5])[C:3]2=[CH:7][CH:8]=[CH:9][CH:10]=[C:2]12.[CH2:12]([N:14]([CH2:22][CH3:23])[C:15]1[CH:20]=[CH:19][CH:18]=[C:17]([CH3:21])[CH:16]=1)[CH3:13].[Cl-].[Al+3].[Cl-].[Cl-]>ClC1C=CC=CC=1>[CH3:21][C:17]1[CH:16]=[C:15]([N:14]([CH2:12][CH3:13])[CH2:22][CH3:23])[CH:20]=[CH:19][C:18]=1[C:4]([C:3]1[CH:7]=[CH:8][CH:9]=[CH:10][C:2]=1[C:1]([OH:6])=[O:11])=[O:5] |f:2.3.4.5|. Procedure details: In a manner similar to that of part A of Example 1 condensation of phthalic anhydride (60 g.) and N,N-diethyl-m-toluidine (162.8 g.) in contact with aluminum chloride (120 g.) and with chlorobenzene (360 ml.) as diluent afforded 2-(2-methyl-4-(diethylamino)benzoyl)benzoic acid (IV: Y2 = CH3, Y'4 = (CH3CH2)2N, Z4 = Z"5 = Z"6 = Z7 = H). Reactants: ClS(=O)(=O)N=C=O (chlorosulfonyl isocyanate), C(C)#N (acetonitrile), C1(=CC=CC=C1)O (phenol), O1CCCC1 (tetrahydrofuran), Br.N=C1SCCN1OCCC (2-imino-3-n-propoxythiazolidine hydrobromide). Solvent: C(C)N(CC)CC (triethylamine). Run at time 10 minute. The product is C(CC)ON1C(SCC1)S(=O)(=O)N=NC(OC1=CC=CC=C1)=O (phenyl N-(3-n-propoxythiazolidine-2 -sulfonylimino)carbamate). As a reaction SMILES: [C:1]1([OH:7])[CH:6]=[CH:5][CH:4]=[CH:3][CH:2]=1.Cl[S:9]([N:12]=C=O)(=[O:11])=[O:10].Br.N=[C:17]1[N:21]([O:22][CH2:23][CH2:24][CH3:25])[CH2:20][CH2:19][S:18]1.[C:26](#[N:28])C.[O:29]1CCCC1>C(N(CC)CC)C>[CH2:23]([O:22][N:21]1[CH2:20][CH2:19][S:18][CH:17]1[S:9]([N:12]=[N:28][C:26](=[O:29])[O:7][C:1]1[CH:6]=[CH:5][CH:4]=[CH:3][CH:2]=1)(=[O:10])=[O:11])[CH2:24][CH3:25] |f:2.3|. Reported procedure: 3.76 g (40.0 mmol) of phenol was dissolved in 40 ml of dry tetrahydrofuran, and 5.66 g (40.0 mmol) of chlorosulfonyl isocyanate was dropwise added thereto at -50° C. The reaction temperature was raised to room temperature, and then the reaction mixture was cooled again to -50° C. Then, 10.6 g (44 mmol) of 2-imino-3-n-propoxythiazolidine hydrobromide suspended in 20 ml of dry acetonitrile containing 8.08 g (80 mmol) of triethylamine, was added thereto. The reaction temperature was gradually raise...